This data is from the Open Reaction Database (ORD), a public repository of structured organic reaction records. The task is: describe an organic reaction: reactants, conditions, products, and yield The reactants are C(C)OCC (ethyl ether), [H-].[Al+3].[Li+].[H-].[H-].[H-] (lithium aluminum hydride), [Cl-].[Al+3].[Cl-].[Cl-] (aluminum chloride), NC1=C(C(=O)C2=CC=CC=C2)C=CC(=C1)C (2-amino-4-methylbenzophenone). Solvent: O1CCCC1 (tetrahydrofuran), O1CCCC1 (tetrahydrofuran), O (water). Yields the product C(C1=CC=CC=C1)C1=C(C=C(C=C1)C)N (2-Benzyl-5-methyl-phenylamine). Isolated yield 50.3%. As a reaction SMILES: [H-].[Al+3].[Li+].[H-].[H-].[H-].[Cl-].[Al+3].[Cl-].[Cl-].[NH2:11][C:12]1[CH:25]=[C:24]([CH3:26])[CH:23]=[CH:22][C:13]=1[C:14]([C:16]1[CH:21]=[CH:20][CH:19]=[CH:18][CH:17]=1)=O.C(OCC)C>O1CCCC1.O>[CH2:14]([C:13]1[CH:22]=[CH:23][C:24]([CH3:26])=[CH:25][C:12]=1[NH2:11])[C:16]1[CH:17]=[CH:18][CH:19]=[CH:20][CH:21]=1 |f:0.1.2.3.4.5,6.7.8.9|. Procedure: A solution of lithium aluminum hydride in tetrahydrofuran (1.0 M, 2.54 mL, 2.54 mmol) was added via syringe to a flask containing aluminum chloride (534 mg, 4.005 mmol) under a nitrogen atmosphere and cooled in a 0° bath. After letting the mixture cool for 5 minutes, a solution of 2-amino-4-methylbenzophenone (200 mg, 0.9467 mmol) in tetrahydrofuran (4 mL) was added slowly dropwise at 0°. The reaction was then heated at 50° for 30 minutes. The reaction was cooled to room temperature and moist et...